This data is from the Open Reaction Database (ORD), a public repository of structured organic reaction records. The task is: describe an organic reaction: reactants, conditions, products, and yield Reactants: N1C=NC=C1 (imidazole), CCCCCC (hexane), C(C)OCC (diethylether), reaction product, O1CCCC1 (tetrahydrofuran), [Si](C)(C)(C(C)(C)C)Cl (t-butyldimethylsilyl chloride), mono- and bis-silyl ethers. Run in [Cl-].[Na+].O (brine), O (water). Reaction conditions: temperature -5 celsius, time 1 hour. The product is [Si](C)(C)(C(C)(C)C)OCCC1=C(C=CC=C1)CO (o-(t-butyldimethylsilyloxyethyl)phenylmethanol). RXN SMILES: N1C=CN=C1.[Si:6](Cl)([C:9]([CH3:12])([CH3:11])[CH3:10])([CH3:8])[CH3:7].[CH3:14][CH2:15][CH2:16]CCC.C([O:22][CH2:23][CH3:24])C.[O:25]1[CH2:29][CH2:28][CH2:27][CH2:26]1>[Cl-].[Na+].O.O>[Si:6]([O:25][CH2:26][CH2:27][C:28]1[CH:29]=[CH:16][CH:15]=[CH:14][C:24]=1[CH2:23][OH:22])([C:9]([CH3:12])([CH3:11])[CH3:10])([CH3:8])[CH3:7] |f:5.6.7|. Reported procedure: To a solution of 13.5 g of the reaction product of Part A in 50 ml of dry tetrahydrofuran under a nitrogen atmosphere is added with stirring 9.05 g of imidazole. The resulting solution is then cooled to -5° C. and 13.9 g of t-butyldimethylsilyl chloride is added. The resulting mixture is then maintained for 20 min and thereafter allowed to warm to ambient temperature. After 1 hr, the resulting mixture is then shaken with 500 ml of hexane and diethylether (2:1) and 250 ml of water and brine (1:1)... The reactants are C1(CCCCC1)COC1=C(C=C(C(=O)OC)C=C1)C=C (Methyl 4-cyclohexylmethyloxy-3-ethenylbenzoate). Reagents/catalysts: [Pd] (Pd on carbon). The solvent is CCOC(=O)C (EtOAc). Reaction conditions: time 24 hour. The product is C1(CCCCC1)COC1=C(C=C(C(=O)OC)C=C1)CC (Methyl 4-cyclohexylmethyloxy-3-ethylbenzoate). Reaction SMILES: [CH:1]1([CH2:7][O:8][C:9]2[CH:18]=[CH:17][C:12]([C:13]([O:15][CH3:16])=[O:14])=[CH:11][C:10]=2[CH:19]=[CH2:20])[CH2:6][CH2:5][CH2:4][CH2:3][CH2:2]1>CCOC(C)=O.[Pd]>[CH:1]1([CH2:7][O:8][C:9]2[CH:18]=[CH:17][C:12]([C:13]([O:15][CH3:16])=[O:14])=[CH:11][C:10]=2[CH2:19][CH3:20])[CH2:2][CH2:3][CH2:4][CH2:5][CH2:6]1. Procedure details: To 23-4 (560 mg, 2.0 mmol) in 15 mL of EtOAc was added 56 mg of 10% Pd on carbon and the whole was hydrogenated at atmospheric pressure for 24 h. Hydrogen was removed from the reaction mixture and the solution was filtered through Celite. Evaporation of the solvent afforded 23-5 as a white solid. Reactants: O=C([O-])[O-], CCC1COC(c2ccc(-c3cc(O)cc(OC(C)COC)c3)[nH]2)=N1, CC#N, CS(=O)(=O)c1cnc(Cl)cn1, [Cs+], [Cs+], O. Yields the product CCC1COC(c2ccc(-c3cc(Oc4cnc(S(C)(=O)=O)cn4)cc(OC(C)COC)c3)[nH]2)=N1. RXN SMILES: [C:37](=[O:38])([O-:39])[O-:40].[CH2:1]([CH3:2])[CH:3]1[N:4]=[C:5]([c:8]2[cH:9][cH:10][c:11](-[c:13]3[cH:14][c:15]([OH:25])[cH:16][c:17]([O:19][CH:20]([CH2:21][O:22][CH3:23])[CH3:24])[cH:18]3)[nH:12]2)[O:6][CH2:7]1.[CH3:44][C:45]#[N:46].[Cl:26][c:27]1[n:28][cH:29][c:30]([S:33](=[O:34])(=[O:35])[CH3:36])[n:31][cH:32]1.[Cs+:41].[Cs+:42].[OH2:43]>>[CH2:1]([CH3:2])[CH:3]1[N:4]=[C:5]([c:8]2[cH:9][cH:10][c:11](-[c:13]3[cH:14][c:15]([O:25][c:27]4[n:28][cH:29][c:30]([S:33](=[O:34])(=[O:35])[CH3:36])[n:31][cH:32]4)[cH:16][c:17]([O:19][CH:20]([CH2:21][O:22][CH3:23])[CH3:24])[cH:18]3)[nH:12]2)[O:6][CH2:7]1. Starting materials: BrC1=C(C=C(C=C1)C(CC(C)=O)=O)C (1-(4-bromo-3-methylphenyl)butane-1,3-dione), Cl.NO (hydroxylamine hydrochloride), C([O-])([O-])=O.[K+].[K+] (potassium carbonate). The solvent is C(C)O (ethanol). Yields the product BrC1=C(C=C(C=C1)C1=CC(=NO1)C)C (5-(4-Bromo-3-methylphenyl)-3-methylisoxazole), material. The yield is 78.0%. As a reaction SMILES: [Br:1][C:2]1[CH:7]=[CH:6][C:5]([C:8](=[O:13])[CH2:9][C:10](=O)[CH3:11])=[CH:4][C:3]=1[CH3:14].Cl.[NH2:16]O.C(=O)([O-])[O-].[K+].[K+]>C(O)C>[Br:1][C:2]1[CH:7]=[CH:6][C:5]([C:8]2[O:13][N:16]=[C:10]([CH3:11])[CH:9]=2)=[CH:4][C:3]=1[CH3:14] |f:1.2,3.4.5|. Procedure details: A solution of 1-(4-bromo-3-methylphenyl)butane-1,3-dione (D77) (615 mg; 0.0024 ml) in ethanol (15 ml) was treated with hydroxylamine hydrochloride (170 mg; 0.0024 mol) and potassium carbonate (336 mg; 0.0024 mol), and the mixture heated at reflux for 2.5 hours, then overnight at room temperature. The solvent was evaporated under reduced pressure and the residue partitioned between water and ethyl acetate. The organic phase was dried (Na2SO4) and concentrated in vacuo to leave the crude isoxazole...